This data is from the Open Reaction Database (ORD), a public repository of structured organic reaction records. The task is: describe an organic reaction: reactants, conditions, products, and yield Product: FC(OC1=CC=C(C=C1)C1=CC(=C(C=N1)CO)C(F)(F)F)(F)F ([6-(4-Trifluoromethoxy-phenyl)-4-trifluoromethyl-pyridin-3-yl]-methanol). Reported procedure: In analogy to the procedure described in example 16 c], 6-(4-trifluoromethoxy-phenyl)-4-trifluoromethyl-nicotinic acid methyl ester was treated with lithium aluminium hydride in tetrahydrofuran under reflux conditions for 12 h to give the title compound as yellow oil. As a reaction SMILES: C[O:2][C:3](=O)[C:4]1[C:9]([C:10]([F:13])([F:12])[F:11])=[CH:8][C:7]([C:14]2[CH:19]=[CH:18][C:17]([O:20][C:21]([F:24])([F:23])[F:22])=[CH:16][CH:15]=2)=[N:6][CH:5]=1.[H-].[Al+3].[Li+].[H-].[H-].[H-]>O1CCCC1>[F:24][C:21]([F:22])([F:23])[O:20][C:17]1[CH:18]=[CH:19][C:14]([C:7]2[N:6]=[CH:5][C:4]([CH2:3][OH:2])=[C:9]([C:10]([F:13])([F:11])[F:12])[CH:8]=2)=[CH:15][CH:16]=1 |f:1.2.3.4.5.6|. Reactants: COC(C1=CN=C(C=C1C(F)(F)F)C1=CC=C(C=C1)OC(F)(F)F)=O (6-(4-trifluoromethoxy-phenyl)-4-trifluoromethyl-nicotinic acid methyl ester), [H-].[Al+3].[Li+].[H-].[H-].[H-] (lithium aluminium hydride). The solvent is O1CCCC1 (tetrahydrofuran).